This data is from the Open Reaction Database (ORD), a public repository of structured organic reaction records. The task is: describe an organic reaction: reactants, conditions, products, and yield Starting materials: yellow solid, ClC1=CC=C(C=C1)C(C=1C=C2C(=CC(N(C2=CC1)C)=O)C1=CC(=CC=C1)C#CC(C)(C)C)(C=1N(C=NC1)C)O (6[(4chloro-phenyl)-hydroxy-(3-methyl-3H-imidazol-4-yl)-methyl]-4-[3-(3,3-dimethyl-but-1-ynyl)-phenyl]-1-methyl-1H-quinolin-2-one), N#N (N2), C([O-])([O-])=O.[K+].[K+] (potassium carbonate), N1N=CN=C1 (1,2,4-triazole). Solvent: CN(C)C=O (DMF), S(=O)(Cl)Cl (thionyl chloride). Reaction conditions: temperature 80 celsius, time 8 hour. Yields the product ClC1=CC=C(C=C1)C(C=1C=C2C(=CC(N(C2=CC1)C)=O)C1=CC(=CC=C1)C#CC(C)(C)C)(N1N=CN=C1)C=1N(C=NC1)C (6-[(4-Chloro-phenyl)-(3-methyl-3H-imidazol-4-yl)-[1,2,4]triazol-1-yl-methyl]-4-[3-(3,3-dimethyl-but-1-ynyl)-phenyl]-1-methyl-1H-quinolin-2-one). The yield is 40.4%. As a reaction SMILES: [Cl:1][C:2]1[CH:7]=[CH:6][C:5]([C:8](O)([C:33]2[N:34]([CH3:38])[CH:35]=[N:36][CH:37]=2)[C:9]2[CH:10]=[C:11]3[C:16](=[CH:17][CH:18]=2)[N:15]([CH3:19])[C:14](=[O:20])[CH:13]=[C:12]3[C:21]2[CH:26]=[CH:25][CH:24]=[C:23]([C:27]#[C:28][C:29]([CH3:32])([CH3:31])[CH3:30])[CH:22]=2)=[CH:4][CH:3]=1.N#N.C(=O)([O-])[O-].[K+].[K+].[NH:48]1[CH:52]=[N:51][CH:50]=[N:49]1>S(Cl)(Cl)=O.CN(C=O)C>[Cl:1][C:2]1[CH:3]=[CH:4][C:5]([C:8]([C:33]2[N:34]([CH3:38])[CH:35]=[N:36][CH:37]=2)([N:48]2[CH:52]=[N:51][CH:50]=[N:49]2)[C:9]2[CH:10]=[C:11]3[C:16](=[CH:17][CH:18]=2)[N:15]([CH3:19])[C:14](=[O:20])[CH:13]=[C:12]3[C:21]2[CH:26]=[CH:25][CH:24]=[C:23]([C:27]#[C:28][C:29]([CH3:31])([CH3:32])[CH3:30])[CH:22]=2)=[CH:6][CH:7]=1 |f:2.3.4|. Procedure: 6[(4chloro-phenyl)-hydroxy-(3-methyl-3H-imidazol-4-yl)-methyl]-4-[3-(3,3-dimethyl-but-1-ynyl)-phenyl]-1-methyl-1H-quinolin-2-one (330 mg, 0.633 mMol) was dissolved in 4 mL of thionyl chloride and stirred at ambient temperature under a stream of dry N2 for 2 hours. The reaction mixture was then concentrated under vacuum and toluene (5 mL) was added to the reaction mixture which was subsequently concentrated under vacuum to give a yellow solid. 210 mg of the yellow solid was dissolved in 5.0 mL of... Procedure details: By the same procedure, using 3-aminoisothiazole, N-benzoyl-N'-[3-(3-isothiazolylamino)propyl)thiourea is prepared and the benzoyl group is removed to give N-[3-(3-isothiazolylamino)propyl]thiourea. The product is S1N=C(C=C1)NCCCNC(=S)N (N-[3-(3-isothiazolylamino)propyl]thiourea). Starting materials: NC1=NSC=C1 (3-aminoisothiazole), C(C1=CC=CC=C1)(=O)NC(=S)NCCCNC1=NSC=C1 (N-benzoyl-N'-[3-(3-isothiazolylamino)propyl)thiourea). As a reaction SMILES: NC1C=CSN=1.C([NH:15][C:16]([NH:18][CH2:19][CH2:20][CH2:21][NH:22][C:23]1[CH:27]=[CH:26][S:25][N:24]=1)=[S:17])(=O)C1C=CC=CC=1>>[S:25]1[CH:26]=[CH:27][C:23]([NH:22][CH2:21][CH2:20][CH2:19][NH:18][C:16]([NH2:15])=[S:17])=[N:24]1. Reactants: CC=1C=C(C(=O)O)C=CC1[N+](=O)[O-] (3-methyl-4-nitrobenzoic acid), Cl.NC(C#C)(CC)C (3-amino-3-methyl-1-pentyne hydrochloride), O1CCCC1 (tetrahydrofuran), CS(=O)(=O)Cl (methane sulfonyl chloride), crude product. Run in C(C)N(CC)CC (triethylamine), C(C)(=O)OCC (ethyl acetate), O (water), C(Cl)Cl (methylene chloride). Conditions: temperature -30 celsius. Product: CC(C#C)(CC)NC(C1=CC(=C(C=C1)[N+](=O)[O-])C)=O (N-(3-methylpent-1-yn-3-yl)-3-methyl-4-nitrobenzamide). Isolated yield 28.6%. RXN SMILES: [CH3:1][C:2]1[CH:3]=[C:4]([CH:8]=[CH:9][C:10]=1[N+:11]([O-:13])=[O:12])[C:5]([OH:7])=O.O1CCCC1.CS(Cl)(=O)=O.Cl.[NH2:25][C:26]([CH3:31])([CH2:29][CH3:30])[C:27]#[CH:28]>C(Cl)Cl.C(OCC)(=O)C.O.C(N(CC)CC)C>[CH3:31][C:26]([NH:25][C:5](=[O:7])[C:4]1[CH:8]=[CH:9][C:10]([N+:11]([O-:13])=[O:12])=[C:2]([CH3:1])[CH:3]=1)([CH2:29][CH3:30])[C:27]#[CH:28] |f:3.4|. Procedure: In a 500 mL, three-necked, round-bottomed flask fitted with a mechanical stirrer, nitrogen inlet and thermometer were placed 10 g of 3-methyl-4-nitrobenzoic acid, 200 mL of tetrahydrofuran and 38 mL triethylamine were added to The resulting well-stirred mixture was cooled to -30° C. and 4.7 mL of methane sulfonyl chloride were added dropwise keeping the reaction temperature at -30° C. The resulting suspension was stirred at -30° C. during 30 minutes, after which 8.1 g of 3-amino-3-methyl-1-penty... Reaction SMILES: [Al+3:2].[C:47]([CH:48]([CH:49]([C:50]([O-:51])=[O:52])[OH:53])[OH:54])([O-:55])=[O:56].[C:7]([CH3:8])([CH3:9])([CH3:10])[O:11][C:12]([NH:13][CH:14]([CH2:15][c:16]1[n:17][cH:18][n:19]([C:21]([c:22]2[cH:23][cH:24][cH:25][cH:26][cH:27]2)([c:28]2[cH:29][cH:30][cH:31][cH:32][cH:33]2)[c:34]2[cH:35][cH:36][cH:37][cH:38][cH:39]2)[cH:20]1)[C:40]([N:41]([O:42][CH3:43])[CH3:44])=[O:45])=[O:46].[CH2:59]1[O:60][CH2:61][CH2:62][CH2:63]1.[H-:1].[H-:4].[H-:5].[H-:6].[K+:57].[Li+:3].[Na+:58]>>[C:7]([CH3:8])([CH3:9])([CH3:10])[O:11][C:12]([NH:13][CH:14]([CH2:15][c:16]1[n:17][cH:18][n:19]([C:21]([c:22]2[cH:23][cH:24][cH:25][cH:26][cH:27]2)([c:28]2[cH:29][cH:30][cH:31][cH:32][cH:33]2)[c:34]2[cH:35][cH:36][cH:37][cH:38][cH:39]2)[cH:20]1)[CH:40]=[O:45])=[O:46]. Starting materials: [Al+3], O=C([O-])C(O)C(O)C(=O)[O-], CON(C)C(=O)C(Cc1cn(C(c2ccccc2)(c2ccccc2)c2ccccc2)cn1)NC(=O)OC(C)(C)C, C1CCOC1, [H-], [H-], [H-], [H-], [K+], [Li+], [Na+]. The product is CC(C)(C)OC(=O)NC(C=O)Cc1cn(C(c2ccccc2)(c2ccccc2)c2ccccc2)cn1. Starting materials: C(C1=CC=CC=C1)C([C@H](NC(=O)OCC1=CC=CC=C1)C(=O)N[C@H](C)C(=O)O)C(O)=O (beta-benzyl-N-benzyloxycarbonyl-L-aspartyl-D-alanine), NC(C(C)(C)O)C(C)C (3-amino-2-hydroxy-2,4-dimethylpentane), dipeptide, CN1CCOCC1 (N-methylmorpholine), ClC(=O)OCC (ethyl chloroformate). The reagents and catalysts are OP(=O)O.O[Mo](=O)(=O)O (phosphomolybdic acid). Solvent: O1CCCC1 (tetrahydrofuran), C(C)(=O)OCC.CCCCCC (ethyl acetate hexane). Reaction conditions: time 2 minute. Product: OC(C)(C(C(C)C)=O)C (2-Hydroxy-2,4-dimethy-3-pentanone). As a reaction SMILES: C(C(C(=O)O)[C@@H](C(N[C@@H](C(O)=O)C)=O)NC(OCC1C=CC=CC=1)=[O:12])C1C=CC=CC=1.CN1CCOCC1.ClC(OCC)=O.N[CH:46]([CH:51]([CH3:53])[CH3:52])[C:47]([OH:50])([CH3:49])[CH3:48]>OP(O)=O.O[Mo](O)(=O)=O.C(OCC)(=O)C.CCCCCC.O1CCCC1>[OH:50][C:47]([CH3:49])([C:46](=[O:12])[CH:51]([CH3:53])[CH3:52])[CH3:48] |f:4.5,6.7|. Procedure: To a solution of 2.14 g. (5.0 mmole) beta-benzyl-N-benzyloxycarbonyl-L-aspartyl-D-alanine in 35 ml. tetrahydrofuran cooled to -15° was added 0.55 ml. (5.0 mmole) N-methylmorpholine and 0.48 ml. (5.0 mmole) ethyl chloroformate. The mixture was stirred at -15° to -10° C. for two minutes and 0.66 g. (5.0 mmole) 3-amino-2-hydroxy-2,4-dimethylpentane was added. The mixture was allowed to warm to room temperature, stirred overnight and worked-up as described in Example 5, Part B, to obtain the diprote...